From a dataset of the Open Reaction Database (ORD), a public repository of structured organic reaction records. describe an organic reaction: reactants, conditions, products, and yield Reactants: CNC, O=[N+]([O-])c1cccc2c(Cl)ncnc12, C1CCOC1, C1COCCO1. Yields the product CN(C)c1ncnc2c([N+](=O)[O-])cccc12. RXN SMILES: [CH3:1][NH:2][CH3:3].[Cl:4][c:5]1[n:6][cH:7][n:8][c:9]2[c:10]([N+:15](=[O:16])[O-:17])[cH:11][cH:12][cH:13][c:14]12.[O:18]1[CH2:19][CH2:20][CH2:21][CH2:22]1.[O:23]1[CH2:24][CH2:25][O:26][CH2:27][CH2:28]1>>[CH3:1][N:2]([CH3:3])[c:5]1[n:6][cH:7][n:8][c:9]2[c:10]([N+:15](=[O:16])[O-:17])[cH:11][cH:12][cH:13][c:14]12. The reactants are O=C([O-])[O-], Cl, Cl, Cl, [K+], [K+], N#CO[K], NCCc1cccc(-c2csc(N=C(N)N)n2)n1, O. Yields the product NC(=O)NCCc1cccc(-c2csc(N=C(N)N)n2)n1. Reaction SMILES: [C:26](=[O:27])([O-:28])[O-:29].[ClH:1].[ClH:2].[ClH:3].[K+:30].[K+:31].[K:22][O:23][C:24]#[N:25].[NH2:4][CH2:5][CH2:6][c:7]1[cH:8][cH:9][cH:10][c:11](-[c:13]2[n:14][c:15]([N:18]=[C:19]([NH2:20])[NH2:21])[s:16][cH:17]2)[n:12]1.[OH2:32]>>[NH:4]([CH2:5][CH2:6][c:7]1[cH:8][cH:9][cH:10][c:11](-[c:13]2[n:14][c:15]([N:18]=[C:19]([NH2:20])[NH2:21])[s:16][cH:17]2)[n:12]1)[C:24](=[O:23])[NH2:25]. Reactants: CN1C=C(C2=CC=CC=C12)C=1C(OC(C1C1=CC=NC=C1)=O)=O (3-(1-methyl-3-indolyl)-4-(4-pyridyl)furan-2,5-dione), CN(C)C=O (DMF), N (ammonia). Run in O (water). Reaction conditions: temperature 140 celsius. The product is CN1C=C(C2=CC=CC=C12)C=1C(NC(C1C1=CC=NC=C1)=O)=O (3-(1-methyl-3-indolyl)-4-(4-pyridyl)-1H-pyrrole-2,5-dione). RXN SMILES: [CH3:1][N:2]1[C:10]2[C:5](=[CH:6][CH:7]=[CH:8][CH:9]=2)[C:4]([C:11]2[C:12](=[O:23])O[C:14](=[O:22])[C:15]=2[C:16]2[CH:21]=[CH:20][N:19]=[CH:18][CH:17]=2)=[CH:3]1.C[N:25](C=O)C.N>O>[CH3:1][N:2]1[C:10]2[C:5](=[CH:6][CH:7]=[CH:8][CH:9]=2)[C:4]([C:11]2[C:12](=[O:23])[NH:25][C:14](=[O:22])[C:15]=2[C:16]2[CH:17]=[CH:18][N:19]=[CH:20][CH:21]=2)=[CH:3]1. Procedure: 200 mg of 3-(1-methyl-3-indolyl)-4-(4-pyridyl)furan-2,5-dione were treated with 5 ml of DMF and 5 ml of 33% aqueous ammonia. The resulting solution was heated at 140° C. for 17 hours. After cooling, the suspension was diluted with water. The product was filtered off, washed with water and dried to give 144 mg of 3-(1-methyl-3-indolyl)-4-(4-pyridyl)-1H-pyrrole-2,5-dione, m.p. 332°-334° C.